Dataset: the Open Reaction Database (ORD), a public repository of structured organic reaction records. Task: describe an organic reaction: reactants, conditions, products, and yield The reactants are ClCCl, Cc1cccc(CO)n1, O=S(Cl)Cl. The product is Cc1cccc(CCl)n1. Reaction SMILES: [Cl:14][CH2:15][Cl:16].[OH:5][CH2:6][c:7]1[n:8][c:9]([CH3:13])[cH:10][cH:11][cH:12]1.[S:1]([Cl:2])([Cl:3])=[O:4]>>[Cl:3][CH2:6][c:7]1[n:8][c:9]([CH3:13])[cH:10][cH:11][cH:12]1. Reactants: Cl.BrC1=C(C=CC=C1)NN ((2-bromophenyl)hydrazine hydrochloride), CN1CCC(CC1)=O (1-methyl-4-piperidone), Cl (HCl). Run in C(C)(=O)O (acetic acid). Conditions: temperature 70 celsius, time 18 hour. Yields the product BrC1=CC=CC=2C3=C(NC12)CCN(C3)C (6-bromo-2-methyl-2,3,4,5-tetrahydro-1H-pyrido[4,3-b]indole). Reaction SMILES: Cl.[Br:2][C:3]1[CH:8]=[CH:7][CH:6]=[CH:5][C:4]=1[NH:9]N.[CH3:11][N:12]1[CH2:17][CH2:16][C:15](=O)[CH2:14][CH2:13]1.Cl>C(O)(=O)C>[Br:2][C:3]1[C:4]2[NH:9][C:15]3[CH2:16][CH2:17][N:12]([CH3:11])[CH2:13][C:14]=3[C:5]=2[CH:6]=[CH:7][CH:8]=1 |f:0.1|. Procedure: A mixture of (2-bromophenyl)hydrazine hydrochloride (1.1 g, 4.92 mmol; Aldrich) and 1-methyl-4-piperidone (0.56 g, 4.92 mmol; Aldrich) was combined with a solution of HCl in acetic acid (1.0 M, 30 mL; Aldrich) and stirred at 70° C. for 18 hours in a sealed tube. The reaction mixture was concentrated under vacuum. The residue was taken up in toluene (100 mL) and concentrated under vacuum to remove most of the acetic acid (the azeotrope procedure was repeated a second time). The residue was dissol...